From a dataset of the Open Reaction Database (ORD), a public repository of structured organic reaction records. describe an organic reaction: reactants, conditions, products, and yield The reactants are ClC1=NC(=NC=2N1N=C(C2C2=CC=C(C=C2)Cl)C2=C(C=CC=C2)Cl)C (4-chloro-7-(2-chlorophenyl)-8-(4-chlorophenyl)-2-methylpyrazolo[1,5-a][1,3,5]triazine), C(C)(C)N(CC)C(C)C (diisopropylethylamine), Cl.C(C)NC1(CNC1)C(=O)N (3-ethylaminoazetidine-3-carboxylic acid amide hydrochloride salt), C(C)(C)N(CC)C(C)C (diisopropylethylamine). Run in COCCOC (DME), COCCOC (DME), O (water), O (water). Run at time 2 hour. The product is ClC1=C(C=CC=C1)C1=NN2C(N=C(N=C2N2CC(C2)(C(=O)N)NCC)C)=C1C1=CC=C(C=C1)Cl (1-[7-(2-Chlorophenyl)-8-(4-chlorophenyl)-2-methylpyrazolo[1,5-a][1,3,5]triazin-4-yl]-3-ethylaminoazetidine-3-carboxylic Acid Amide). Reaction SMILES: Cl[C:2]1[N:7]2[N:8]=[C:9]([C:18]3[CH:23]=[CH:22][CH:21]=[CH:20][C:19]=3[Cl:24])[C:10]([C:11]3[CH:16]=[CH:15][C:14]([Cl:17])=[CH:13][CH:12]=3)=[C:6]2[N:5]=[C:4]([CH3:25])[N:3]=1.C(N(C(C)C)CC)(C)C.Cl.[CH2:36]([NH:38][C:39]1([C:43]([NH2:45])=[O:44])[CH2:42][NH:41][CH2:40]1)[CH3:37]>COCCOC.O>[Cl:24][C:19]1[CH:20]=[CH:21][CH:22]=[CH:23][C:18]=1[C:9]1[C:10]([C:11]2[CH:12]=[CH:13][C:14]([Cl:17])=[CH:15][CH:16]=2)=[C:6]2[N:5]=[C:4]([CH3:25])[N:3]=[C:2]([N:41]3[CH2:42][C:39]([NH:38][CH2:36][CH3:37])([C:43]([NH2:45])=[O:44])[CH2:40]3)[N:7]2[N:8]=1 |f:2.3|. Procedure: To a stirred solution of 4-chloro-7-(2-chlorophenyl)-8-(4-chlorophenyl)-2-methylpyrazolo[1,5-a][1,3,5]triazine (I-2A-1b; 2.00 g, 5.13 mmol) in DME (30 ml) at 23° C. was added diisopropylethylamine (0.940 ml, 5.36 mmol) over 5 minutes. In a separate flask, a solution of 3-ethylaminoazetidine-3-carboxylic acid amide hydrochloride salt (I-2A-1h; 1.16 g, 5.37 mmol) in water (10 ml) was treated with diisopropylethylamine (1.90 ml, 10.8 mmol) over 5 minutes. The aqueous solution was then added to the ... The reactants are COc1ccc(Br)c(COc2ccc(-c3c(C4CCCCC4)c4ccc5cc4n3CC(=O)NCCCCCCNC5=O)cc2)c1, COCCOC, OB(O)c1ccc(Cl)cc1, [Na+], O=C([O-])O. Yields the product COc1ccc(-c2ccc(Cl)cc2)c(COc2ccc(-c3c(C4CCCCC4)c4ccc5cc4n3CC(=O)NCCCCCCNC5=O)cc2)c1. Reaction SMILES: [Br:6][c:7]1[c:8]([CH2:9][O:10][c:11]2[cH:12][cH:13][c:14](-[c:17]3[c:18]([CH:39]4[CH2:40][CH2:41][CH2:42][CH2:43][CH2:44]4)[c:19]4[cH:20][cH:21][c:22]5[cH:36][c:35]4[n:34]3[CH2:33][C:32](=[O:37])[NH:31][CH2:30][CH2:29][CH2:28][CH2:27][CH2:26][CH2:25][NH:24][C:23]5=[O:38])[cH:15][cH:16]2)[cH:45][c:46]([O:49][CH3:50])[cH:47][cH:48]1.[CH2:61]([CH2:62][O:63][CH3:64])[O:65][CH3:66].[Cl:51][c:52]1[cH:53][cH:54][c:55]([B:58]([OH:59])[OH:60])[cH:56][cH:57]1.[Na+:5].[O-:1][C:2]([OH:3])=[O:4]>>[c:7]1(-[c:55]2[cH:54][cH:53][c:52]([Cl:51])[cH:57][cH:56]2)[c:8]([CH2:9][O:10][c:11]2[cH:12][cH:13][c:14](-[c:17]3[c:18]([CH:39]4[CH2:40][CH2:41][CH2:42][CH2:43][CH2:44]4)[c:19]4[cH:20][cH:21][c:22]5[cH:36][c:35]4[n:34]3[CH2:33][C:32](=[O:37])[NH:31][CH2:30][CH2:29][CH2:28][CH2:27][CH2:26][CH2:25][NH:24][C:23]5=[O:38])[cH:15][cH:16]2)[cH:45][c:46]([O:49][CH3:50])[cH:47][cH:48]1.